From a dataset of the Open Reaction Database (ORD), a public repository of structured organic reaction records. describe an organic reaction: reactants, conditions, products, and yield Reactants: C1=CC=CC=2C3=CC=CC=C3C(C12)CO (9-fluorenemethanol), C1CCC(CC1)N=C=NC2CCCCC2 (DCC), BrCC(=O)O (bromoacetic acid), C1(=CC=C(C=C1)S(=O)(=O)[O-])C.CN(C1=CC=[NH+]C=C1)C (DPTS). The solvent is ClCCl (dichloromethane). Run at temperature 0 celsius, time 1 hour. The product is BrCC(=O)OCC1C2=CC=CC=C2C=2C=CC=CC12 (9-Fluorenylmethyl bromoacetate). As a reaction SMILES: [CH:1]1[C:13]2[CH:12]([CH2:14][OH:15])[C:11]3[C:6](=[CH:7][CH:8]=[CH:9][CH:10]=3)[C:5]=2[CH:4]=[CH:3][CH:2]=1.[Br:16][CH2:17][C:18](O)=[O:19].C1(C)C=CC(S([O-])(=O)=O)=CC=1.CN(C)C1C=C[NH+]=CC=1.C1CCC(N=C=NC2CCCCC2)CC1>ClCCl>[Br:16][CH2:17][C:18]([O:15][CH2:14][CH:12]1[C:13]2[CH:1]=[CH:2][CH:3]=[CH:4][C:5]=2[C:6]2[C:11]1=[CH:10][CH:9]=[CH:8][CH:7]=2)=[O:19] |f:2.3|. Procedure: Under ice-cooling, 9-fluorenemethanol (99%, 0.694 g, 3.5 mmol), bromoacetic acid (99%, 0.406 g, 2.9 mmol), DPTS (0.130 g, 0.44 mmol) and DCC (99%, 0.729 g, 3.5 mmol) were combined in dichloromethane (9 mL), stirred at 0° C. for 1 h, and the precipitate of dicyclohexylurea was filtered off from the cold mixture. The filtrate was diluted with cold ethyl acetate (30 mL), washed twice with cold 5% aqueous solution of NaH2PO4 (60 mL, acidified with H3PO4 to pH=3), freed of water droplets, and the sol... Starting materials: Cl (HCl), CCO (EtOH), C(C)(C)(C)OC(=O)N1C[C@H](CC1)[C@@H](CCCC)O ((S)-3-((R)-1-Hydroxypentyl)pyrrolidine-1-carboxylic acid t-butyl ester), CN(C)C=O (DMF), [H-].[Na+] (sodium hydride), [H-].[Na+] (sodium hydride), FC1=C(C=C(C(=C1)F)F)F (1,2,4,5-Tetrafluorobenzene). Reaction conditions: temperature 90 celsius. Yields the product FC1=C(O[C@H](CCCC)[C@@H]2CNCC2)C=C(C(=C1)F)F ((S)-3-[(R)-1-(2,4,5-Trifluorophenoxy)pentyl]pyrrolidine), mono-TFA. Yield: 97.0%. Reaction SMILES: C(OC([N:8]1[CH2:12][CH2:11][C@H:10]([C@H:13]([OH:18])[CH2:14][CH2:15][CH2:16][CH3:17])[CH2:9]1)=O)(C)(C)C.CN(C=O)C.[H-].[Na+].[F:26][C:27]1[CH:32]=[C:31]([F:33])[C:30]([F:34])=[CH:29][C:28]=1F.Cl.CCO>>[F:26][C:27]1[CH:32]=[C:31]([F:33])[C:30]([F:34])=[CH:29][C:28]=1[O:18][C@@H:13]([C@H:10]1[CH2:11][CH2:12][NH:8][CH2:9]1)[CH2:14][CH2:15][CH2:16][CH3:17] |f:2.3|. Reported procedure: (S)-3-((R)-1-Hydroxypentyl)pyrrolidine-1-carboxylic acid t-butyl ester (40.0 mg, 155 μmmol) was dissolved in DMF (100 mL, 12.9 mmol). While stirring, 60% sodium hydride in oil (0.4:0.6, sodium hydride:mineral oil, 18.6 mg, 311 μmmol) was slowly added, and the mixture was stirred for 15 minutes. 1,2,4,5-Tetrafluorobenzene (52.1 μL, 466 μmmol) was added. The mixture was then heated at 90° C. for 3 hours. The reaction was quenched with MeOH (1 mL), and the solvent was removed under reduced pressure... Starting materials: c1ccc2c(c1)CCN2, CCOC(C)=O, OCC1OC1c1cccc(F)c1. The product is OCC(O)C(c1cccc(F)c1)N1CCc2ccccc21. RXN SMILES: [CH2:1]1[CH2:2][c:3]2[cH:4][cH:5][cH:6][cH:7][c:8]2[NH:9]1.[CH3:22][CH2:23][O:24][C:25](=[O:26])[CH3:27].[F:10][c:11]1[cH:12][c:13]([CH:17]2[CH:18]([CH2:20][OH:21])[O:19]2)[cH:14][cH:15][cH:16]1>>[CH2:1]1[CH2:2][c:3]2[cH:4][cH:5][cH:6][cH:7][c:8]2[N:9]1[CH:17]([c:13]1[cH:12][c:11]([F:10])[cH:16][cH:15][cH:14]1)[CH:18]([OH:19])[CH2:20][OH:21]. Reactants: OC1=CC2=CC=CC=C2C=C1O (2,3-dihydroxynapthalene), C1(=C(C=CC=C1)N)N (1,2-phenylenediamine), CN(C1=CC=CC=C1)C (N,N-dimethylaniline), C(Cl)Cl (CH2Cl2), OC1=CC2=CC=CC=C2C=C1O (2,3-dihydroxynaphthalene). Run in CCCCCCC (Heptane), C1(=CC=CC=C1)C (toluene). Yields the product C1=CC=CC=2NC=3C=C4C(=CC3NC12)C=CC=C4 (5,12-dihydro-benzo[b]phenazine). Yield: 76.0%. As a reaction SMILES: O[C:2]1[C:11](O)=[CH:10][C:9]2[C:4](=[CH:5][CH:6]=[CH:7][CH:8]=2)[CH:3]=1.[C:13]1([NH2:20])[CH:18]=[CH:17][CH:16]=[CH:15][C:14]=1[NH2:19].CN(C)C1C=CC=CC=1.C(Cl)Cl>C1(C)C=CC=CC=1.CCCCCCC>[CH:18]1[C:13]2[NH:20][C:11]3[CH:10]=[C:9]4[CH:8]=[CH:7][CH:6]=[CH:5][C:4]4=[CH:3][C:2]=3[NH:19][C:14]=2[CH:15]=[CH:16][CH:17]=1. Reported procedure: 2,3-dihydroxynapthalene (10 g, 62.5 mmol), 1,2-phenylenediamine (6.75 g, 62.5 mmol) and N,N-dimethylaniline (54 ml) are placed into a round bottom flask under nitrogen atmosphere. Mixture is stirred at reflux. Reaction is monitored by TLC (CH2Cl2:Heptane/1:1) until all 2,3-dihydroxynaphthalene has reacted (˜3 hours). After cooling to room temperature, toluene (100 ml) is added and solid is collected by vacuum filtration. After washing with toluene (50 ml), ethanol (100 ml) and hexanes (50 ml), t... Reactants: Br.NCC(=O)N1CC2(SCCS2)C[C@H]1C(=O)O (7-glycyl-1,4-dithia-7-azaspiro[4.4]nonane-8(S)-carboxylic acid, hydrobromide), O=C(C(=O)OCC)CCC1=CC=CC=C1 (2-oxo-4-phenylbutyric acid, ethyl ester). Run in C(C)O (ethanol). The product is C(=O)(OCC)C(CCC1=CC=CC=C1)NCC(=O)N1CC2(SCCS2)C[C@H]1C(=O)O (7-[N-(1-carboethoxy-3-phenylpropyl)glycyl]-1,4-dithia-7-azaspiro[4.4]nonane-8(S)-carboxylic acid). Reaction SMILES: Br.[NH2:2][CH2:3][C:4]([N:6]1[C@H:14]([C:15]([OH:17])=[O:16])[CH2:13][C:8]2([S:12][CH2:11][CH2:10][S:9]2)[CH2:7]1)=[O:5].O=[C:19]([CH2:25][CH2:26][C:27]1[CH:32]=[CH:31][CH:30]=[CH:29][CH:28]=1)[C:20]([O:22][CH2:23][CH3:24])=[O:21]>C(O)C>[C:20]([CH:19]([NH:2][CH2:3][C:4]([N:6]1[C@H:14]([C:15]([OH:17])=[O:16])[CH2:13][C:8]2([S:12][CH2:11][CH2:10][S:9]2)[CH2:7]1)=[O:5])[CH2:25][CH2:26][C:27]1[CH:28]=[CH:29][CH:30]=[CH:31][CH:32]=1)([O:22][CH2:23][CH3:24])=[O:21] |f:0.1|. Procedure details: As described in Example 1F, couple 0.76 g of 7-glycyl-1,4-dithia-7-azaspiro[4.4]nonane-8(S)-carboxylic acid, hydrobromide (prepared as described in paragraph D next above) with 0.50 g of 2-oxo-4-phenylbutyric acid, ethyl ester to obtain 7-[N-(1-carboethoxy-3-phenylpropyl)glycyl]-1,4-dithia-7-azaspiro[4.4]nonane-8(S)-carboxylic acid [α]D26 -39.0° (ethanol). The reactants are C(C)(=O)O[BH-](OC(C)=O)OC(C)=O.[Na+] (Sodium triacetoxyborohydride), O=C1[C@]2(N([C@H](O1)C(Cl)(Cl)Cl)CCC2)C=O ((3R,7aR)-1-oxo-3-trichloromethyl-dihydro-pyrrolo[1,2-c]oxazole-7a-carbaldehyde). Run in ClCCCl (DCE), C(Cl)Cl (DCM). Run at time 18 hour. Yields the product OC[C@@]12N([C@H](OC1=O)C(Cl)(Cl)Cl)CCC2 ((3R,7aR)-7a-Hydroxymethyl-3-trichloromethyl-tetrahydro-pyrrolo[1,2-c]oxazol-1-one). As a reaction SMILES: C(O[BH-](OC(=O)C)OC(=O)C)(=O)C.[Na+].[O:15]=[C:16]1[O:20][C@H:19]([C:21]([Cl:24])([Cl:23])[Cl:22])[N:18]2[CH2:25][CH2:26][CH2:27][C@@:17]12[CH:28]=[O:29]>ClCCCl.C(Cl)Cl>[OH:29][CH2:28][C@@:17]12[CH2:27][CH2:26][CH2:25][N:18]1[C@@H:19]([C:21]([Cl:24])([Cl:23])[Cl:22])[O:20][C:16]2=[O:15] |f:0.1|. Reported procedure: Sodium triacetoxyborohydride (544 mg, 2.57 mmol) was added to (3R,7aR)-1-oxo-3-trichloromethyl-dihydro-pyrrolo[1,2-c]oxazole-7a-carbaldehyde (obtained as described in J. Org. Chem. 2006, 71(1), 97-102, 500 mg, 1.835 mmol) in DCE (4 mL). The RM was stirred 18 h at rt then taken up in DCM, the organic layer washed with water, dried over Na2SO4 and evaporated. The crude product was purified using a 20 g RediSep® silica gel column (eluent DCM to 10% MeOH in DCM) to give the title compound as a clear... The reactants are C(=O)(OCC)C=1N(C2=CC=CC=C2C1)CCCNC(=O)C1OC(=O)C2=CC=CC=C12 (carboethoxy-N-(3-phthalidamidopropyl)indole), [BH4-].[Na+] (NaBH4), C(C)(C)O (isopropanol), C(C)(=O)O (acetic acid). Run in O (water). Run at time 8 hour. Product: C(=O)(OCC)C=1C=CC=C2C=CN(C12)CCCN (7-carboethoxy-N-(3-aminopropyl)indole). Reaction SMILES: C([C:6]1[N:7]([CH2:15][CH2:16][CH2:17][NH:18]C(C2C3C(=CC=CC=3)C(=O)O2)=O)[C:8]2[C:13]([CH:14]=1)=[CH:12][CH:11]=[CH:10][CH:9]=2)(OCC)=O.[BH4-].[Na+].[C:33]([OH:36])(=[O:35])C.[CH:37](O)(C)[CH3:38]>O>[C:33]([C:9]1[CH:10]=[CH:11][CH:12]=[C:13]2[C:8]=1[N:7]([CH2:15][CH2:16][CH2:17][NH2:18])[CH:6]=[CH:14]2)([O:36][CH2:37][CH3:38])=[O:35] |f:1.2|. Reported procedure: To a solution of 0.93 g (2.5 mmol) of carboethoxy-N-(3-phthalidamidopropyl)indole in 21 mL of isopropanol and 3.5 mL of water was added 0.47 g (12 mmol) of NaBH4 and the reaction mixture was stirred overnight at rt. To the reaction mixture was carefully added 2.4 mL of glacial acetic acid and the reaction mixture was heated at reflux for 24 h. The reaction mixture was concentrated and the residue was partitioned between EtOAc and 2N HCl. The aqueous layer was made basic with solid K2CO3 and extr... Starting materials: O=C(O)C1CCCN1Cc1ccccc1, COC(CN)OC, CCN=C=NCCCN(C)C, ClCCl, [Na+], O=C([O-])O, On1nnc2ccccc21. Product: COC(CNC(=O)C1CCCN1Cc1ccccc1)OC. RXN SMILES: [CH2:1]([c:2]1[cH:3][cH:4][cH:5][cH:6][cH:7]1)[N:8]1[CH:9]([C:13](=[O:14])[OH:15])[CH2:10][CH2:11][CH2:12]1.[CH3:16][O:17][CH:18]([CH2:19][NH2:20])[O:21][CH3:22].[CH3:23][CH2:24][N:25]=[C:26]=[N:27][CH2:28][CH2:29][CH2:30][N:31]([CH3:32])[CH3:33].[Cl:49][CH2:50][Cl:51].[Na+:48].[O-:44][C:45]([OH:46])=[O:47].[OH:34][n:35]1[c:36]2[c:37]([cH:38][cH:39][cH:40][cH:41]2)[n:42][n:43]1>>[CH2:1]([c:2]1[cH:3][cH:4][cH:5][cH:6][cH:7]1)[N:8]1[CH:9]([C:13](=[O:15])[NH:20][CH2:19][CH:18]([O:17][CH3:16])[O:21][CH3:22])[CH2:10][CH2:11][CH2:12]1. Reactants: saturated solution, C(\C=C\C(=O)O)(=O)O (fumaric acid), CC1=C(N(C=C1)CCNC(C)=O)C1=CC=CC=C1 (N-[2-[3-Methyl-2-phenylpyrrol-1-yl]ethyl]acetamide), P(=O)(Cl)(Cl)Cl (phosphorus oxychloride), [OH-].[Na+] (sodium hydroxide), [OH-].[Na+] (sodium hydroxide). The solvent is C(C)O (ethanol), C(C)(=O)OCC (ethyl acetate), O (water). Yields the product C(\C=C\C(=O)O)(=O)O.CC=1C=2N(CCN1)C(=C(C2)C)C2=CC=CC=C2 (3,4-dihydro-1,7-dimethyl-6-phenylpyrrolo[1,2-a]pyrazine fumarate). Isolated yield 30.0%. Reaction SMILES: [CH3:1][C:2]1[CH:6]=[CH:5][N:4]([CH2:7][CH2:8][NH:9][C:10](=O)[CH3:11])[C:3]=1[C:13]1[CH:18]=[CH:17][CH:16]=[CH:15][CH:14]=1.P(Cl)(Cl)(Cl)=O.[OH-].[Na+].[C:26]([OH:33])(=[O:32])/[CH:27]=[CH:28]/[C:29]([OH:31])=[O:30]>O.C(O)C.C(OCC)(=O)C>[C:26]([OH:33])(=[O:32])/[CH:27]=[CH:28]/[C:29]([OH:31])=[O:30].[CH3:11][C:10]1[C:5]2[N:4]([C:3]([C:13]3[CH:18]=[CH:17][CH:16]=[CH:15][CH:14]=3)=[C:2]([CH3:1])[CH:6]=2)[CH2:7][CH2:8][N:9]=1 |f:2.3,8.9|. Reported procedure: N-[2-[3-Methyl-2-phenylpyrrol-1-yl]ethyl]acetamide (2.6 g) was treated with 20 ml of phosphorus oxychloride under argon and boiled under reflux for 1 hour. the reaction mixture was hydrolyzed at 0° C. with 100 ml of 2N sodium hydroxide solution and 100 ml of 28% sodium hydroxide solution, diluted with 1000 ml of water and extracted with methylene chloride (1×300 ml, 2×150 ml). The organic extracts were combined, washed once with 100 ml of water, dried with MgSO4 and freed from solvent. 2.1 g of ...